Dataset: the Open Reaction Database (ORD), a public repository of structured organic reaction records. Task: describe an organic reaction: reactants, conditions, products, and yield Starting materials: COc1ccc(C(=O)Cl)cc1, CO, Nc1ncnc2[nH]cnc12, c1ccncc1. Yields the product COc1ccc(C(=O)Nc2ncnc3nc[nH]c23)cc1. Reaction SMILES: [CH3:11][O:12][c:13]1[cH:14][cH:15][c:16]([C:17](=[O:18])[Cl:19])[cH:20][cH:21]1.[CH3:22][OH:23].[NH2:1][c:2]1[n:3][cH:4][n:5][c:6]2[nH:7][cH:8][n:9][c:10]12.[cH:24]1[cH:25][cH:26][n:27][cH:28][cH:29]1>>[NH:1]([c:2]1[n:3][cH:4][n:5][c:6]2[n:7][cH:8][nH:9][c:10]12)[C:17]([c:16]1[cH:15][cH:14][c:13]([O:12][CH3:11])[cH:21][cH:20]1)=[O:18]. The reactants are C12(CC3CC(CC(C1)C3)C2)CNC(=O)C2=CC=CC=3N2C=C(N3)C(=O)OCC (ethyl 5-[(adamantan-1-ylmethyl)carbamoyl]imidazo[1,2-a]pyridine-2-carboxylate), [OH-].[Na+] (NaOH). The solvent is CO (MeOH). Run at temperature 50 celsius. Yields the product C12(CC3CC(CC(C1)C3)C2)CNC(=O)C2=CC=CC=3N2C=C(N3)C(=O)O (5-{[(1-ADAMANTYLMETHYL)AMINO]CARBONYL}IMIDAZO[1,2-A]PYRIDINE-2-CARBOXYLIC ACID). As a reaction SMILES: [C:1]12([CH2:11][NH:12][C:13]([C:15]3[N:20]4[CH:21]=[C:22]([C:24]([O:26]CC)=[O:25])[N:23]=[C:19]4[CH:18]=[CH:17][CH:16]=3)=[O:14])[CH2:10][CH:5]3[CH2:6][CH:7]([CH2:9][CH:3]([CH2:4]3)[CH2:2]1)[CH2:8]2.[OH-].[Na+]>CO>[C:1]12([CH2:11][NH:12][C:13]([C:15]3[N:20]4[CH:21]=[C:22]([C:24]([OH:26])=[O:25])[N:23]=[C:19]4[CH:18]=[CH:17][CH:16]=3)=[O:14])[CH2:10][CH:5]3[CH2:4][CH:3]([CH2:9][CH:7]([CH2:6]3)[CH2:8]1)[CH2:2]2 |f:1.2|. Procedure details: To a solution of ethyl 5-[(adamantan-1-ylmethyl)carbamoyl]imidazo[1,2-a]pyridine-2-carboxylate (852 mg, 2.3 mmol) in MeOH (10 mL), is added 1 mL of 10 N NaOH aqueous solution. The reaction mixture is heated at 50° C. for 4 h. After cooling to RT, the solvent is removed in vacuo. The residue is diluted with water, and acidified with 2 N HCl aqueous solution until pH=3. Filtration affords the title compound. Reactants: FC1=CC=C(C=C1)CC1=CSC=C1 (3-(4-fluorophenylmethyl)thiophene), [Li+].CC(C)[N-]C(C)C (LDA), II (I2). Run in C1CCOC1 (THF), C1CCOC1 (THF). Run at time 25 minute. The product is IC=1SC=C(C1)CC1=CC=C(C=C1)F (2-iodo-4-(4-fluorophenylmethyl)thiophene). Isolated yield 87.6%. As a reaction SMILES: [Li+].CC([N-]C(C)C)C.[F:9][C:10]1[CH:15]=[CH:14][C:13]([CH2:16][C:17]2[CH:21]=[CH:20][S:19][CH:18]=2)=[CH:12][CH:11]=1.[I:22]I>C1COCC1>[I:22][C:20]1[S:19][CH:18]=[C:17]([CH2:16][C:13]2[CH:12]=[CH:11][C:10]([F:9])=[CH:15][CH:14]=2)[CH:21]=1 |f:0.1|. Procedure: To a solution of LDA (3.67 mmol) in THF at -78° C. was added a solution of 3-(4-fluorophenylmethyl)thiophene (640 mg, 3.33 mmol), prepared as in Example 35, step 1, and the reaction mixture was stirred for 25 min. A solution of I2 (1.01 g, 4.00 mmol) in THF was added and the cold bath was removed. The reaction mixture was warmed to ambient temperature, quenched with saturated aqueous NH4Cl, and extracted with ether. The organic phase was washed with 1N aqueous H3PO4, saturated aqueous NaHCO3, sa... The reactants are Gold's reagent ((dimethylaminomethyleneaminomethylene))dimethyl-ammonium chloride, [Na] (Sodium), [Na] (sodium), BrC1=C(C=CC(=C1)C(C)C)N(C1=NC(=CC(=N1)C(C)=O)C)CC (N-(2-bromo-4-(1-methylethyl)phenyl)-N-ethyl-4-acetyl-6-methyl-pyrimidinamine). The solvent is CO (methanol), CO (methanol). Run at time 19 hour. The product is BrC1=C(C=CC(=C1)C(C)C)N(C1=NC(=CC(=N1)C(C=CN(C)C)=O)C)CC (N-(2-bromo-4-(1-methylethyl)phenyl)-N-ethyl-4-(3-dimethylaminopropenoyl)-6-methylpyrimidinamine). The yield is 121.6%. Reaction SMILES: [Na].[Br:2][C:3]1[CH:8]=[C:7]([CH:9]([CH3:11])[CH3:10])[CH:6]=[CH:5][C:4]=1[N:12]([CH2:23][CH3:24])[C:13]1[N:18]=[C:17]([C:19](=[O:21])[CH3:20])[CH:16]=[C:15]([CH3:22])[N:14]=1>CO>[Br:2][C:3]1[CH:8]=[C:7]([CH:9]([CH3:10])[CH3:11])[CH:6]=[CH:5][C:4]=1[N:12]([CH2:23][CH3:24])[C:13]1[N:18]=[C:17]([C:19](=[O:21])[CH:20]=[CH:4][N:12]([CH3:23])[CH3:13])[CH:16]=[C:15]([CH3:22])[N:14]=1 |^1:0|. Procedure details: Sodium (0.08 g, 3.5 mmol) was added to methanol (20 mL) with stirring. After the sodium reacted, a solution of N-(2-bromo-4-(1-methylethyl)phenyl)-N-ethyl-4-acetyl-6-methyl-pyrimidinamine (1.0 g, 2.67 mmol) in methanol (5 mL) was added and the reaction mixture was stirred for 5 min. Gold's reagent ((dimethylaminomethyleneaminomethylene))dimethyl-ammonium chloride (0.66 g, 4 mmol) was added and stirring was continued for 19 h. The reaction mixture was concentrated in vacuo; the residue was dissol...